This data is from the Open Reaction Database (ORD), a public repository of structured organic reaction records. The task is: describe an organic reaction: reactants, conditions, products, and yield Reactants: Ic1nn(Cc2ccccc2)c2ccccc12, COC(=O)c1ccc([Sn](C)(C)C)o1, COCCOC. The product is COC(=O)c1ccc(-c2nn(Cc3ccccc3)c3ccccc23)o1. RXN SMILES: [CH2:1]([c:2]1[cH:3][cH:4][cH:5][cH:6][cH:7]1)[n:8]1[n:9][c:10]([I:17])[c:11]2[cH:12][cH:13][cH:14][cH:15][c:16]12.[CH3:18][Sn:19]([c:20]1[o:21][c:22]([C:25](=[O:26])[O:27][CH3:28])[cH:23][cH:24]1)([CH3:29])[CH3:30].[CH3:31][O:32][CH2:33][CH2:34][O:35][CH3:36]>>[CH2:1]([c:2]1[cH:3][cH:4][cH:5][cH:6][cH:7]1)[n:8]1[n:9][c:10](-[c:20]2[o:21][c:22]([C:25](=[O:26])[O:27][CH3:28])[cH:23][cH:24]2)[c:11]2[cH:12][cH:13][cH:14][cH:15][c:16]12.